Dataset: the Open Reaction Database (ORD), a public repository of structured organic reaction records. Task: describe an organic reaction: reactants, conditions, products, and yield Starting materials: CCC(CC)(c1ccc(C#CC2(O)CCCC2)c(C)c1)c1ccc(C(=O)OC)c(C)c1, [Li+], C1COCCO1, [OH-], O. Yields the product CCC(CC)(c1ccc(C#CC2(O)CCCC2)c(C)c1)c1ccc(C(=O)O)c(C)c1. As a reaction SMILES: [CH3:1][O:2][C:3]([c:4]1[c:5]([CH3:30])[cH:6][c:7]([C:10]([CH2:11][CH3:12])([c:13]2[cH:14][c:15]([CH3:27])[c:16]([C:19]#[C:20][C:21]3([OH:26])[CH2:22][CH2:23][CH2:24][CH2:25]3)[cH:17][cH:18]2)[CH2:28][CH3:29])[cH:8][cH:9]1)=[O:31].[Li+:32].[O:35]1[CH2:36][CH2:37][O:38][CH2:39][CH2:40]1.[OH-:33].[OH2:34]>>[O:2]=[C:3]([c:4]1[c:5]([CH3:30])[cH:6][c:7]([C:10]([CH2:11][CH3:12])([c:13]2[cH:14][c:15]([CH3:27])[c:16]([C:19]#[C:20][C:21]3([OH:26])[CH2:22][CH2:23][CH2:24][CH2:25]3)[cH:17][cH:18]2)[CH2:28][CH3:29])[cH:8][cH:9]1)[OH:31]. Starting materials: ClCCCl, C[Si](C)(C)CCOCn1cc(C(=O)O)c2nc(C3CC3)cnc21, CCN(C(C)C)C(C)C, Cl, CC(C)(C#N)C(N)C1CC1, CN(C)C=O, On1nnc2ccccc21. Product: CC(C)(C#N)C(NC(=O)c1cn(COCC[Si](C)(C)C)c2ncc(C3CC3)nc12)C1CC1. As a reaction SMILES: [CH2:45]([Cl:46])[CH2:47][Cl:48].[CH:1]1([c:4]2[n:5][c:6]3[c:7]([n:8][cH:9]2)[n:10]([CH2:16][O:17][CH2:18][CH2:19][Si:20]([CH3:21])([CH3:22])[CH3:23])[cH:11][c:12]3[C:13](=[O:14])[OH:15])[CH2:2][CH2:3]1.[CH:49]([N:50]([CH:51]([CH3:52])[CH3:53])[CH2:54][CH3:55])([CH3:56])[CH3:57].[ClH:24].[NH2:25][CH:26]([C:27]([C:28]#[N:29])([CH3:30])[CH3:31])[CH:32]1[CH2:33][CH2:34]1.[O:58]=[CH:59][N:60]([CH3:61])[CH3:62].[OH:35][n:36]1[c:37]2[c:38]([cH:39][cH:40][cH:41][cH:42]2)[n:43][n:44]1>>[CH:1]1([c:4]2[n:5][c:6]3[c:7]([n:8][cH:9]2)[n:10]([CH2:16][O:17][CH2:18][CH2:19][Si:20]([CH3:21])([CH3:22])[CH3:23])[cH:11][c:12]3[C:13](=[O:14])[NH:25][CH:26]([C:27]([C:28]#[N:29])([CH3:30])[CH3:31])[CH:32]2[CH2:33][CH2:34]2)[CH2:2][CH2:3]1.